Dataset: the Open Reaction Database (ORD), a public repository of structured organic reaction records. Task: describe an organic reaction: reactants, conditions, products, and yield Starting materials: BrC=1C=C(C=CC1)C(CO)(CO)[N+](=O)[O-] (2-(3-bromo-phenyl)-2-nitro-propane-1,3-diol), [H][H] (hydrogen). The reagents and catalysts are [Ni] (Ni). Run in CCO (EtOH). Product: NC(CO)(CO)C1=CC(=CC=C1)Br (2-Amino-2-(3-bromo-phenyl)-propane-1,3-diol). Reaction SMILES: [Br:1][C:2]1[CH:3]=[C:4]([C:8]([N+:13]([O-])=O)([CH2:11][OH:12])[CH2:9][OH:10])[CH:5]=[CH:6][CH:7]=1.[H][H]>CCO.[Ni]>[NH2:13][C:8]([C:4]1[CH:5]=[CH:6][CH:7]=[C:2]([Br:1])[CH:3]=1)([CH2:11][OH:12])[CH2:9][OH:10]. Reported procedure: A solution of 2-(3-bromo-phenyl)-2-nitro-propane-1,3-diol (6.79 g, 24.59 mmol) in 100 ml of EtOH was hydrogenated in the presence of 5 g of Raney-Ni. When the take-up of hydrogen had ceased, the mixture was filtered through Celite, and the filtrate was chromatographed on silica gel (EtOAc/MeOH/25% aqueous NH3, 5%) to give the title compound in the form of a colourless solid. TLC (EtOAc/MeOH/25% aqueous NH3, 5%): Rf=0.24; HPLC: RtH2=2.354 min; 1H-NMR (400 MHz, CD3OD): 7.73 (s, 1H), 7.50 (d, 1H), ... The reactants are IC1=CC=C(C=C1)OC (4-iodoanisole), BrC1=C(C=C(C=C1)C(C)=O)[N+](=O)[O-] (4'-bromo-3'-nitroacetophenone). Reagents/catalysts: [Cu] (copper). Conditions: temperature 80 celsius. The product is C(C)(=O)C1=CC(=C(C=C1)C1=CC=C(C=C1)OC)[N+](=O)[O-] (4-acetyl-4'-methoxy-2-nitrobiphenyl), intermediate A. RXN SMILES: I[C:2]1[CH:7]=[CH:6][C:5]([O:8][CH3:9])=[CH:4][CH:3]=1.Br[C:11]1[CH:16]=[CH:15][C:14]([C:17](=[O:19])[CH3:18])=[CH:13][C:12]=1[N+:20]([O-:22])=[O:21]>[Cu]>[C:17]([C:14]1[CH:15]=[CH:16][C:11]([C:2]2[CH:7]=[CH:6][C:5]([O:8][CH3:9])=[CH:4][CH:3]=2)=[C:12]([N+:20]([O-:22])=[O:21])[CH:13]=1)(=[O:19])[CH3:18]. Reported procedure: A stirred mixture of 4-iodoanisole (174.5 g.), 4'-bromo-3'-nitroacetophenone (162.5 g.) and copper powder (144 g.) was heated at 80°C. for 5 hours and the temperature was then gradually raised during 4 hours to 110°C. The stirred mixture was maintained at 110°C. for a further period of 3 days. The reaction mixture was cooled to room temperature and extracted with methylene dichloride. The extract was filtered and the filtrate evaporated under reduced pressure to remove methylene dichloride. The ... The reactants are CCOC(=O)c1cnc2c(cnn2Cc2ccc(OC)cc2)c1O, CCO, Cl, [Na+], [OH-]. Product: COc1ccc(Cn2ncc3c(O)c(C(=O)O)cnc32)cc1. RXN SMILES: [CH2:1]([CH3:2])[O:3][C:4](=[O:5])[c:6]1[c:7]([OH:24])[c:8]2[c:9]([n:10][cH:11]1)[n:12]([CH2:15][c:16]1[cH:17][cH:18][c:19]([O:22][CH3:23])[cH:20][cH:21]1)[n:13][cH:14]2.[CH3:28][CH2:29][OH:30].[ClH:27].[Na+:26].[OH-:25]>>[O:3]=[C:4]([OH:5])[c:6]1[c:7]([OH:24])[c:8]2[c:9]([n:10][cH:11]1)[n:12]([CH2:15][c:16]1[cH:17][cH:18][c:19]([O:22][CH3:23])[cH:20][cH:21]1)[n:13][cH:14]2.